From a dataset of the Open Reaction Database (ORD), a public repository of structured organic reaction records. describe an organic reaction: reactants, conditions, products, and yield The reactants are Intermediate 290, FC(C(=O)O)(F)F.C[C@H](CCC)OC=1NC(=C2N=C(N=C2N1)OC)N (2-{[(1R)-1-methylbutyl]oxy}-8-(methyloxy)-1H-purin-6-amine trifluoroacetate), BrCCC1OCCC1 (2-(2-bromoethyl)tetrahydrofuran). Yields the product C[C@H](CCC)OC1=NC(=C2N=C(N(C2=N1)CCC1OCCC1)OC)N (2-{[(1R)-1-methylbutyl]oxy}-8-(methyloxy)-9-[2-(tetrahydro-2-furanyl)ethyl]-9H-purin-6-amine). As a reaction SMILES: FC(F)(F)C(O)=O.[CH3:8][C@@H:9]([O:13][C:14]1[NH:15][C:16]([NH2:25])=[C:17]2[C:21]([N:22]=1)=[N:20][C:19]([O:23][CH3:24])=[N:18]2)[CH2:10][CH2:11][CH3:12].Br[CH2:27][CH2:28][CH:29]1[CH2:33][CH2:32][CH2:31][O:30]1>>[CH3:8][C@@H:9]([O:13][C:14]1[N:22]=[C:21]2[C:17]([N:18]=[C:19]([O:23][CH3:24])[N:20]2[CH2:27][CH2:28][CH:29]2[CH2:33][CH2:32][CH2:31][O:30]2)=[C:16]([NH2:25])[N:15]=1)[CH2:10][CH2:11][CH3:12] |f:0.1|. Procedure details: Prepared similarly to Intermediate 290 from 2-{[(1R)-1-methylbutyl]oxy}-8-(methyloxy)-1H-purin-6-amine trifluoroacetate and 2-(2-bromoethyl)tetrahydrofuran. The reactants are P(=O)(O)(O)OC[C@H]1O[C@H](C[C@@H]1OP(=O)(O)OC[C@H]1O[C@H]([C@@H]([C@@H]1O)O)N1C2=NC=NC(=C2N=C1)N)N1C(N=C(C=C1)N)=O (((2R,3S,5R)-5-(4-amino-2-oxopyrimidin-1(2H)-yl)-3-(((((2R,3S,4R,5R)-5-(6-amino-9H-purin-9-yl)-3,4-dihydroxytetrahydrofuran-2-yl)methoxy)(hydroxy)phosphoryl)oxy)tetrahydrofuran-2-yl)methyl dihydrogenphosphate), C(CCC)[N+](CCCC)(CCCC)CCCC.P(=O)(O)(O)OC[C@H]1O[C@H](C[C@@H]1OP(=O)(O)OC[C@H]1O[C@H]([C@@H]([C@@H]1O)O)N1C2=NC=NC(=C2N=C1)N)N1C(N=C(C=C1)N)=O (((2R,3S,5R)-5-(4-Amino-2-oxopyrimidin-1(2H)-yl)-3-(((((2R,3S,4R,5R)-5-(6-amino-9H-purin-9-yl)-3,4-dihydroxytetrahydrofuran-2-yl)methoxy)(hydroxy)phosphoryl)oxy)tetrahydrofuran-2-yl)methyl dihydrogenphosphate tetrabutylammonium salt), C(CCC)[N+](CCCC)(CCCC)CCCC.P(=O)(O)(O)OC[C@H]1O[C@H](C[C@@H]1OP(=O)(O)OC[C@H]1O[C@H]([C@@H]([C@@H]1O)O)N1C2=NC=NC(=C2N=C1)N)N1C(N=C(C=C1)N)=O (((2R,3S,5R)-5-(4-Amino-2-oxopyrimidin-1(2H)-yl)-3-(((((2R,3S,4R,5R)-5-(6-amino-9H-purin-9-yl)-3,4-dihydroxytetrahydrofuran-2-yl)methoxy)(hydroxy)phosphoryl)oxy)tetrahydrofuran-2-yl)methyl dihydrogenphosphate tetrabutylammonium salt), CN(C(CCC=C)=O)CC(=O)OCC#N (cyanomethyl 2-(N-methylpent-4-enamido)acetate). The solvent is O1CCCC1 (tetrahydrofuran). Conditions: time 30 minute. Yields the product CN(C(CCC=C)=O)CC(=O)O[C@@H]1[C@H](O[C@H]([C@@H]1O)N1C2=NC=NC(=C2N=C1)N)COP(=O)(O)O[C@@H]1[C@H](O[C@H](C1)N1C(N=C(C=C1)N)=O)COP(=O)(O)O ((2R,3S,4R,5R)-2-((((((2R,3S,5R)-5-(4-amino-2-oxopyrimidin-1(2H)-yl)-2-((phosphonooxy)methyl)tetrahydrofuran-3-yl)oxy)(hydroxy)phosphoryl)oxy)methyl)-5-(6-amino-9H-purin-9-yl)-4-hydroxytetrahydrofuran-3-yl 2-(N-methylpent-4-enamido)acetate). The yield is 11.2%. Reaction SMILES: [P:1]([O:5][CH2:6][C@@H:7]1[C@@H:11]([O:12][P:13]([O:16][CH2:17][C@@H:18]2[C@@H:22]([OH:23])[C@@H:21]([OH:24])[C@H:20]([N:25]3[CH:33]=[N:32][C:31]4[C:26]3=[N:27][CH:28]=[N:29][C:30]=4[NH2:34])[O:19]2)([OH:15])=[O:14])[CH2:10][C@H:9]([N:35]2[CH:40]=[CH:39][C:38]([NH2:41])=[N:37][C:36]2=[O:42])[O:8]1)([OH:4])([OH:3])=[O:2].C([N+](CCCC)(CCCC)CCCC)CCC.P(OC[C@@H]1[C@@H](OP(OC[C@@H]2[C@@H](O)[C@@H](O)[C@H](N3C=NC4C3=NC=NC=4N)O2)(O)=O)C[C@H](N2C=CC(N)=NC2=O)O1)(O)(O)=O.[CH3:102][N:103]([CH2:110][C:111](OCC#N)=[O:112])[C:104](=[O:109])[CH2:105][CH2:106][CH:107]=[CH2:108]>O1CCCC1>[CH3:102][N:103]([CH2:110][C:111]([O:23][C@H:22]1[C@@H:21]([OH:24])[C@H:20]([N:25]2[CH:33]=[N:32][C:31]3[C:26]2=[N:27][CH:28]=[N:29][C:30]=3[NH2:34])[O:19][C@@H:18]1[CH2:17][O:16][P:13]([O:12][C@H:11]1[CH2:10][C@H:9]([N:35]2[CH:40]=[CH:39][C:38]([NH2:41])=[N:37][C:36]2=[O:42])[O:8][C@@H:7]1[CH2:6][O:5][P:1]([OH:4])([OH:3])=[O:2])([OH:15])=[O:14])=[O:112])[C:104](=[O:109])[CH2:105][CH2:106][CH:107]=[CH2:108] |f:1.2|. Procedure: ((2R,3S,5R)-5-(4-amino-2-oxopyrimidin-1(2H)-yl)-3-(((((2R,3S,4R,5R)-5-(6-amino-9H-purin-9-yl)-3,4-dihydroxytetrahydrofuran-2-yl)methoxy)(hydroxy)phosphoryl)oxy)tetrahydrofuran-2-yl)methyl dihydrogenphosphate (Compound 1h) (Compound 1h) (1.00 g, 1.57 mmol) was dissolved in buffer A (1 l), a solution of cyanomethyl 2-(N-methylpent-4-enamido)acetate (Compound SP704) (2.00 g, 9.51 mmol) in tetrahydrofuran (5 ml) was added and the mixture was stirred at room temperature for 30 minutes. The reaction s... The reactants are FC1=NC=CC(=C1)CO ((2-fluoropyridin-4-yl)methanol), C(O)([O-])=O.[Na+] (sodium hydrogen carbonate), FC(S(=O)(=O)O)(F)F (trifluoromethanesulfonic acid), O1CCC(CC1)CO ((Tetrahydro-2H-pyran-4-yl)methanol). Run in ClCCl (dichloromethane), C(C)N(CC)CC (triethylamine). Reaction conditions: time 1 hour. Yields the product FC1=NC=CC(=C1)COCC1CCOCC1 (2-fluoro-4-[(tetrahydro-2H-pyran-4-ylmethoxy)methyl]pyridine). Yield: 24.8%. RXN SMILES: [F:1][C:2]1[CH:7]=[C:6]([CH2:8][OH:9])[CH:5]=[CH:4][N:3]=1.FC(F)(F)S(O)(=O)=O.[O:18]1[CH2:23][CH2:22][CH:21]([CH2:24]O)[CH2:20][CH2:19]1.C(=O)([O-])O.[Na+]>ClCCl.C(N(CC)CC)C>[F:1][C:2]1[CH:7]=[C:6]([CH2:8][O:9][CH2:24][CH:21]2[CH2:22][CH2:23][O:18][CH2:19][CH2:20]2)[CH:5]=[CH:4][N:3]=1 |f:3.4|. Reported procedure: To a mixture of (2-fluoropyridin-4-yl)methanol (300 mg), triethylamine (239 mg), and dichloromethane (24 mL) was added anhydrous trifluoromethanesulfonic acid (666 mg) under ice-cooling, followed by stirring at the same temperature for 1 hour. (Tetrahydro-2H-pyran-4-yl)methanol (1.37 g) was added to the reaction liquid at room temperature, followed by stirring at the same temperature for 8 hours. A saturated aqueous sodium hydrogen carbonate solution (20 mL) was added to the reaction mixture, fo... Starting materials: Cc1ccccc1, CCC1C=C(C)CC(C)CC(OC)C2OC(O)(C(=O)C(=O)N3CCCCC3C(=O)OC(C(C)=CC3CCC(O)C(OC)C3)C(C)C(O)CC1=O)C(C)CC2OC. Yields the product CCC1C=C(C)CC(C)CC(OC)C2OC(O)(C(C)CC2OC)C(O)C(=O)N2CCCCC2C(=O)OC(C(C)=CC2CCC(O)C(OC)C2)C(C)C(O)CC1=O. RXN SMILES: [CH3:57][c:58]1[cH:59][cH:60][cH:61][cH:62][cH:63]1.[OH:1][C:2]12[C:3](=[O:56])[C:4](=[O:55])[N:5]3[CH2:6][CH2:7][CH2:8][CH2:9][CH:10]3[C:11](=[O:54])[O:12][CH:13]([C:42](=[CH:43][CH:44]3[CH2:45][CH:46]([O:51][CH3:52])[CH:47]([OH:50])[CH2:48][CH2:49]3)[CH3:53])[CH:14]([CH3:41])[CH:15]([OH:40])[CH2:16][C:17](=[O:39])[CH:18]([CH2:37][CH3:38])[CH:19]=[C:20]([CH3:36])[CH2:21][CH:22]([CH3:35])[CH2:23][CH:24]([O:33][CH3:34])[CH:25]([CH:26]([O:30][CH3:31])[CH2:27][CH:28]1[CH3:29])[O:32]2>>[OH:1][C:2]12[CH:3]([OH:56])[C:4](=[O:55])[N:5]3[CH2:6][CH2:7][CH2:8][CH2:9][CH:10]3[C:11](=[O:54])[O:12][CH:13]([C:42](=[CH:43][CH:44]3[CH2:45][CH:46]([O:51][CH3:52])[CH:47]([OH:50])[CH2:48][CH2:49]3)[CH3:53])[CH:14]([CH3:41])[CH:15]([OH:40])[CH2:16][C:17](=[O:39])[CH:18]([CH2:37][CH3:38])[CH:19]=[C:20]([CH3:36])[CH2:21][CH:22]([CH3:35])[CH2:23][CH:24]([O:33][CH3:34])[CH:25]([CH:26]([O:30][CH3:31])[CH2:27][CH:28]1[CH3:29])[O:32]2.